Dataset: the Open Reaction Database (ORD), a public repository of structured organic reaction records. Task: describe an organic reaction: reactants, conditions, products, and yield Reactants: COC(=O)C(O)C(Cc1ccccc1)NC(=O)OCc1ccccc1, CN(C)c1ccccn1, O, Cc1ccc(S(=O)(=O)Cl)cc1, c1ccncc1. Yields the product COC(=O)C(OS(=O)(=O)c1ccc(C)cc1)C(Cc1ccccc1)NC(=O)OCc1ccccc1. RXN SMILES: [CH2:1]([c:2]1[cH:3][cH:4][cH:5][cH:6][cH:7]1)[O:8][C:9](=[O:10])[NH:11][CH:12]([CH:13]([C:14](=[O:15])[O:16][CH3:17])[OH:18])[CH2:19][c:20]1[cH:21][cH:22][cH:23][cH:24][cH:25]1.[CH3:37][N:38]([c:39]1[cH:40][cH:41][cH:42][cH:43][n:44]1)[CH3:45].[OH2:52].[c:26]1([CH3:36])[cH:27][cH:28][c:29]([S:32](=[O:33])(=[O:34])[Cl:35])[cH:30][cH:31]1.[cH:46]1[cH:47][cH:48][n:49][cH:50][cH:51]1>>[CH2:1]([c:2]1[cH:3][cH:4][cH:5][cH:6][cH:7]1)[O:8][C:9](=[O:10])[NH:11][CH:12]([CH:13]([C:14](=[O:15])[O:16][CH3:17])[O:18][S:32]([c:29]1[cH:28][cH:27][c:26]([CH3:36])[cH:31][cH:30]1)(=[O:33])=[O:34])[CH2:19][c:20]1[cH:21][cH:22][cH:23][cH:24][cH:25]1. Run at temperature 70 celsius. Reagents/catalysts: Cl[Pd]([P](C1=CC=CC=C1)(C2=CC=CC=C2)C3=CC=CC=C3)([P](C4=CC=CC=C4)(C5=CC=CC=C5)C6=CC=CC=C6)Cl (PdCl2(PPh3)2). The reactants are ClC1=NC=CC(=C1)OC1=CC=C(N)C=C1 (4-((2-chloropyridin-4-yl)oxy)aniline), CC1(OB(OC1(C)C)C=1C=C(N(C1)C(=O)OC(C)(C)C)C(=O)OC)C (1-tert-butyl 2-methyl 4-(4,4,5,5-tetramethyl-1,3,2-dioxaborolan-2-yl)-1H-pyrrole-1,2-dicarboxylate), C(=O)([O-])[O-].[Na+].[Na+] (Na2CO3), O1CCOCC1 (1,4-dioxane). Product: NC1=CC=C(OC2=CC(=NC=C2)C=2C=C(N(C2)C(=O)OC(C)(C)C)C(=O)OC)C=C1 (1-tert-butyl 2-methyl 4-[4-(4-aminophenoxy)pyridin-2-yl]-1H-pyrrole-1,2-dicarboxylate). Reported procedure: A 100 ml flask was charged with 4-((2-chloropyridin-4-yl)oxy)aniline (150 mg, 0.68 mmol), 1-tert-butyl 2-methyl 4-(4,4,5,5-tetramethyl-1,3,2-dioxaborolan-2-yl)-1H-pyrrole-1,2-dicarboxylate (260 mg, 0.8 mmol), 2M Na2CO3 solution (0.5 ml, 1.0 mmol), PdCl2(PPh3)2 (5 mg, 0.007 mmol), 10 ml of 1,4-dioxane and 3 ml of water. The mixture was flushed with nitrogen and heated at 70° C. for 30 minutes. The mixture was cooled to room temperature and poured into 100 ml of water. The precipitates were filter... RXN SMILES: Cl[C:2]1[CH:7]=[C:6]([O:8][C:9]2[CH:15]=[CH:14][C:12]([NH2:13])=[CH:11][CH:10]=2)[CH:5]=[CH:4][N:3]=1.CC1(C)C(C)(C)OB([C:24]2[CH:25]=[C:26]([C:36]([O:38][CH3:39])=[O:37])[N:27]([C:29]([O:31][C:32]([CH3:35])([CH3:34])[CH3:33])=[O:30])[CH:28]=2)O1.C([O-])([O-])=O.[Na+].[Na+].O1CCOCC1>Cl[Pd](Cl)([P](C1C=CC=CC=1)(C1C=CC=CC=1)C1C=CC=CC=1)[P](C1C=CC=CC=1)(C1C=CC=CC=1)C1C=CC=CC=1.O>[NH2:13][C:12]1[CH:14]=[CH:15][C:9]([O:8][C:6]2[CH:5]=[CH:4][N:3]=[C:2]([C:24]3[CH:25]=[C:26]([C:36]([O:38][CH3:39])=[O:37])[N:27]([C:29]([O:31][C:32]([CH3:35])([CH3:34])[CH3:33])=[O:30])[CH:28]=3)[CH:7]=2)=[CH:10][CH:11]=1 |f:2.3.4,^1:55,74|. Solvent: O (water). Starting materials: resultant mixture, [C-]#N.[Na+] (Sodium cyanide), CC1=CC=C(C=C1)S(=O)(=O)OC[C@H]1N(CCC1)C(=O)OC(C)(C)C (tert-butyl (S)-2-(4-methylbenzenesulfonyloxymethyl)pyrrolidine-1-carboxylate), CC1=CC=C(C=C1)S(=O)(=O)OC[C@H]1N(CCC1)C(=O)OC(C)(C)C (tert-butyl (S)-2-(4-methylbenzenesulfonyloxymethyl)pyrrolidine-1-carboxylate). The reagents and catalysts are S(=O)(=O)([O-])[O-].[Fe+2] (iron (II) sulphate). Solvent: CS(=O)C (DMSO). Run at temperature 90 celsius, time 5 hour. Product: C(#N)C[C@H]1N(CCC1)C(=O)OC(C)(C)C (tert-butyl (S)-2-cyanomethylpyrrolidine-1-carboxylate). Isolated yield 74.2%. RXN SMILES: [C-:1]#[N:2].[Na+].CC1C=CC(S(O[CH2:15][C@@H:16]2[CH2:20][CH2:19][CH2:18][N:17]2[C:21]([O:23][C:24]([CH3:27])([CH3:26])[CH3:25])=[O:22])(=O)=O)=CC=1>CS(C)=O.S([O-])([O-])(=O)=O.[Fe+2]>[C:1]([CH2:15][C@@H:16]1[CH2:20][CH2:19][CH2:18][N:17]1[C:21]([O:23][C:24]([CH3:25])([CH3:26])[CH3:27])=[O:22])#[N:2] |f:0.1,4.5|. Procedure: Sodium cyanide (8.2 g) was added to a solution of tert-butyl (S)-2-(4-methylbenzenesulfonyloxymethyl)pyrrolidine-1-carboxylate (Intermediate 140, 29.6 g) in DMSO (300 mL) and the resultant mixture was stirred and heated at 90° C. for 5.5 hours. After cooling, the mixture was treated with saturated aqueous iron (II) sulphate solution and the mixture was stirred for a further 5 hours then extracted with ethyl acetate. The organic layer was washed with brine, dried (Na2SO4) and filtered. The filtra... Reactants: Cl.COC=1C=CC=C2C(=NC(=NC12)NC1=C(C=C(C=C1)F)C)N1C(C2=CC=CC=C2CC1)C (8-Methoxy-2-(4-Fluoro-2-Methyl-Phenylamino)-4-(1-Methyl-1,2,3,4-Tetrahydroisoquinoline-2-Yl)Quinazoline Hydrochloride), CS(=O)(=O)[O-] (methane sulfonate). Run in ClCCl (dichloromethane). Conditions: time 30 minute. The product is CS(=O)(=O)O.FC1=CC(=C(C=C1)NC1=NC2=C(C=CC=C2C(=N1)N1C(C2=CC=CC=C2CC1)C)OC)C (2-(4-Fluoro-2-MethylPhenyl-Amino)-8-Methoxy-4-(1-Methyl-1,2,3,4-Tetrahydroisoquinoline-2-Yl)Quinazoline Methanesulfonate). Isolated yield 90.0%. As a reaction SMILES: Cl.[CH3:2][O:3][C:4]1[CH:5]=[CH:6][CH:7]=[C:8]2[C:13]=1[N:12]=[C:11]([NH:14][C:15]1[CH:20]=[CH:19][C:18]([F:21])=[CH:17][C:16]=1[CH3:22])[N:10]=[C:9]2[N:23]1[CH2:32][CH2:31][C:30]2[C:25](=[CH:26][CH:27]=[CH:28][CH:29]=2)[CH:24]1[CH3:33].[CH3:34][S:35]([O-:38])(=[O:37])=[O:36]>ClCCl>[CH3:34][S:35]([OH:38])(=[O:37])=[O:36].[F:21][C:18]1[CH:19]=[CH:20][C:15]([NH:14][C:11]2[N:10]=[C:9]([N:23]3[CH2:32][CH2:31][C:30]4[C:25](=[CH:26][CH:27]=[CH:28][CH:29]=4)[CH:24]3[CH3:33])[C:8]3[C:13](=[C:4]([O:3][CH3:2])[CH:5]=[CH:6][CH:7]=3)[N:12]=2)=[C:16]([CH3:22])[CH:17]=1 |f:0.1,4.5|. Reported procedure: To a mixture of 1.20 g of the compound(2.80 mM) prepared in Example 34 and 50 ml of dichloromethane, 0.2 ml of methane sulfonate(3.08 mM) was dropwise added. The resultant was stirred at room temperature for 30 minutes and Concentrated under a reduced pressure. The residue produced was crystallized by adding ethyl ether to give 1.32 g of the title compound. Starting materials: [BH4-], O=C(c1cc(C(F)(F)F)cc(C(F)(F)F)c1)N1CCC(N(CCc2ccccc2)C(=O)C(F)(F)F)CC1Cc1ccccc1, [Na+]. The product is O=C(c1cc(C(F)(F)F)cc(C(F)(F)F)c1)N1CCC(NCCc2ccccc2)CC1Cc1ccccc1. As a reaction SMILES: [BH4-:45].[CH2:1]([c:2]1[cH:3][cH:4][cH:5][cH:6][cH:7]1)[CH:8]1[N:9]([C:29]([c:30]2[cH:31][c:32]([C:40]([F:41])([F:42])[F:43])[cH:33][c:34]([C:36]([F:37])([F:38])[F:39])[cH:35]2)=[O:44])[CH2:10][CH2:11][CH:12]([N:14]([C:15](=[O:16])[C:17]([F:18])([F:19])[F:20])[CH2:21][CH2:22][c:23]2[cH:24][cH:25][cH:26][cH:27][cH:28]2)[CH2:13]1.[Na+:46]>>[CH2:1]([c:2]1[cH:3][cH:4][cH:5][cH:6][cH:7]1)[CH:8]1[N:9]([C:29]([c:30]2[cH:31][c:32]([C:40]([F:41])([F:42])[F:43])[cH:33][c:34]([C:36]([F:37])([F:38])[F:39])[cH:35]2)=[O:44])[CH2:10][CH2:11][CH:12]([NH:14][CH2:21][CH2:22][c:23]2[cH:24][cH:25][cH:26][cH:27][cH:28]2)[CH2:13]1.